Dataset: the Open Reaction Database (ORD), a public repository of structured organic reaction records. Task: describe an organic reaction: reactants, conditions, products, and yield The reactants are CCO, COc1ccc2c(c1)C(=O)CCO2, Cl, NO, [Na+], [OH-], O. Yields the product COc1ccc2c(c1)C(=NO)CCO2. RXN SMILES: [CH3:20][CH2:21][OH:22].[CH3:6][O:7][c:8]1[cH:9][c:10]2[c:15]([cH:16][cH:17]1)[O:14][CH2:13][CH2:12][C:11]2=[O:18].[ClH:1].[NH2:2][OH:3].[Na+:5].[OH-:4].[OH2:19]>>[N:2]([OH:3])=[C:11]1[c:10]2[cH:9][c:8]([O:7][CH3:6])[cH:17][cH:16][c:15]2[O:14][CH2:13][CH2:12]1. The reactants are Cl.ClCCCN1CCCCC1 (N-(3-Chloropropyl)-piperidine hydrochloride), [OH-].[Na+] (sodium hydroxide), C(C)OCC (diethyl ether), C([O-])([O-])=O.[K+].[K+] (potassium carbonate). The solvent is O (water). Reaction conditions: time 1 hour. Product: ClCCCN1CCCCC1 (N-(3-cloropropyl)-piperidine). The yield is 94.6%. RXN SMILES: Cl.[Cl:2][CH2:3][CH2:4][CH2:5][N:6]1[CH2:11][CH2:10][CH2:9][CH2:8][CH2:7]1.C(=O)([O-])[O-].[K+].[K+].[OH-].[Na+].C(OCC)C>O>[Cl:2][CH2:3][CH2:4][CH2:5][N:6]1[CH2:11][CH2:10][CH2:9][CH2:8][CH2:7]1 |f:0.1,2.3.4,5.6|. Procedure: N-(3-Chloropropyl)-piperidine hydrochloride (97% purity from Aldrich Chemicals) (100 g) was dissolved in water (150 mL) and saturated aqueous potassium carbonate (250 mL) was slowly added to it. Also, 10N sodium hydroxide (25 mL) and diethyl ether (250 mL) were added and the mixture was stirred for one hour. The layers were separated; the organic layer was dried over anhydrous potassium carbonate and concentrated on a Büchi Labortechnik AG Rotavapor® evaporator to give the title compound (77.2 g... The reactants are C(=O)(N1C=NC=C1)N1C=NC=C1 (1,1′-carbonyldiimidazole), BrC1=CN=C(C(=N1)NC1CC1)N (6-bromo-N2-cyclopropylpyrazine-2,3-diamine), C(=O)(N1C=NC=C1)N1C=NC=C1 (1,1′-carbonyldiimidazole). The solvent is C1CCOC1 (THF). Run at temperature 66 celsius. The product is BrC1=CN=C2C(=N1)N(C(N2)=O)C2CC2 (6-bromo-1-cyclopropyl-1H-imidazo[4,5-b]pyrazin-2(3H)-one). Isolated yield 56.7%. RXN SMILES: [Br:1][C:2]1[N:7]=[C:6]([NH:8][CH:9]2[CH2:11][CH2:10]2)[C:5]([NH2:12])=[N:4][CH:3]=1.[C:13](N1C=CN=C1)(N1C=CN=C1)=[O:14]>C1COCC1>[Br:1][C:2]1[N:7]=[C:6]2[N:8]([CH:9]3[CH2:10][CH2:11]3)[C:13](=[O:14])[NH:12][C:5]2=[N:4][CH:3]=1. Procedure: To a heated (50° C.) solution of 6-bromo-N2-cyclopropylpyrazine-2,3-diamine (0.740 g, 3.23 mmol) in THF (20 mL) was added 1,1′-carbonyldiimidazole (1.00 g, 6.17 mmol) in one portion. The reaction was then heated at 66° C. for 3 h. Additional 1,1′-carbonyldiimidazole (1.00 g, 6.17 mmol) was added and the reaction was heated at 50° C. overnight. The reaction was cooled to room temperature and carefully quenched with water (slight exotherm) until gas evolution ceased. The solution was diluted with ...